From a dataset of the Open Reaction Database (ORD), a public repository of structured organic reaction records. describe an organic reaction: reactants, conditions, products, and yield Starting materials: C(C)(=O)N1CC2(CC1)CN(C1=CC=C(C=C12)C=COC)C(=O)NC=1SC(=CN1)Cl (1′-Acetyl-N-(5-chlorothiazol-2-yl)-5-(2-methoxyvinyl)spiro[indoline-3,3′-pyrrolidine]-1-carboxamide), C(O)([O-])=O.[Na+] (sodium hydrogen carbonate), O (water), Cl (hydrochloric acid). Run in CC(=O)C (acetone). Conditions: temperature 50 celsius, time 2 hour. Yields the product C(C)(=O)N1CC2(CC1)CN(C1=CC=C(C=C12)CC=O)C(=O)NC=1SC(=CN1)Cl (1′-acetyl-N-(5-chlorothiazol-2-yl)-5-(2-oxoethyl)spiro[indoline-3,3′-pyrrolidine]-1-carboxamide). The yield is 82.2%. Reaction SMILES: [C:1]([N:4]1[CH2:8][CH2:7][C:6]2([C:16]3[C:11](=[CH:12][CH:13]=[C:14]([CH:17]=[CH:18][O:19]C)[CH:15]=3)[N:10]([C:21]([NH:23][C:24]3[S:25][C:26]([Cl:29])=[CH:27][N:28]=3)=[O:22])[CH2:9]2)[CH2:5]1)(=[O:3])[CH3:2].Cl.C(=O)([O-])O.[Na+].O>CC(C)=O>[C:1]([N:4]1[CH2:8][CH2:7][C:6]2([C:16]3[C:11](=[CH:12][CH:13]=[C:14]([CH2:17][CH:18]=[O:19])[CH:15]=3)[N:10]([C:21]([NH:23][C:24]3[S:25][C:26]([Cl:29])=[CH:27][N:28]=3)=[O:22])[CH2:9]2)[CH2:5]1)(=[O:3])[CH3:2] |f:2.3|. Reported procedure: 1′-Acetyl-N-(5-chlorothiazol-2-yl)-5-(2-methoxyvinyl)spiro[indoline-3,3′-pyrrolidine]-1-carboxamide (83 mg, 0.192 mmol) was dissolved in acetone (3 mL). Thereafter, 6 N hydrochloric acid (1.5 mL) was added to the above obtained solution, and the thus obtained mixture was then stirred at 50° C. for 2 hours. Thereafter, saturated sodium hydrogen carbonate and water were added to the reaction solution, and the mixed solution was then extracted with ethyl acetate. The organic layer was washed with b... The reactants are C(C1=CC=CC=C1)N1CC(OCC1=O)C1(OCCO1)C (4-benzyl-2-(2-methyl-1,3-dioxolan-2-yl)-5-oxomorpholine), O (water), C(C)(=O)OCC (ethyl acetate), CO (methanol). The solvent is O1CCCC1 (tetrahydrofuran). Reaction conditions: time 40 hour. Yields the product C(C1=CC=CC=C1)N1CC(OCC1)C1(OCCO1)C (4-benzyl-2-(2-methyl-1,3-dioxolan-2-yl)morpholine). Isolated yield 45.8%. RXN SMILES: [CH2:1]([N:8]1[C:13](=O)[CH2:12][O:11][CH:10]([C:15]2([CH3:20])[O:19][CH2:18][CH2:17][O:16]2)[CH2:9]1)[C:2]1[CH:7]=[CH:6][CH:5]=[CH:4][CH:3]=1.CO.O.C(OCC)(=O)C>O1CCCC1>[CH2:1]([N:8]1[CH2:13][CH2:12][O:11][CH:10]([C:15]2([CH3:20])[O:16][CH2:17][CH2:18][O:19]2)[CH2:9]1)[C:2]1[CH:3]=[CH:4][CH:5]=[CH:6][CH:7]=1. Procedure: Borane-dimethyl sulfide complex (2.2 ml) was added to a solution of 4-benzyl-2-(2-methyl-1,3-dioxolan-2-yl)-5-oxomorpholine (4.6 g) in tetrahydrofuran (60 ml) under ice-cooling. The mixture was stirred at ambient temperature for 40 hours and methanol (5 ml) was added to the mixture. After 2 hours, the mixture was concentrated under reduced pressure to give a syrup. The syrup was poured into a mixture of water (100 ml) and ethyl acetate (100 ml). The organic layer was separated, dried over magnes... Reactants: O=c1[nH]c2cnc3ccc(Br)cc3c2n1-c1ccccc1Cl, CI, CN(C)C=O, [H-], [Na+], O. Reaction SMILES: [Br:1][c:2]1[cH:3][c:4]2[c:5]3[c:6]([cH:7][n:8][c:9]2[cH:10][cH:11]1)[nH:12][c:13](=[O:22])[n:14]3-[c:15]1[c:16]([Cl:21])[cH:17][cH:18][cH:19][cH:20]1.[CH3:25][I:26].[CH3:28][N:29]([CH3:30])[CH:31]=[O:32].[H-:24].[Na+:23].[OH2:27]>>[Br:1][c:2]1[cH:3][c:4]2[c:5]3[c:6]([cH:7][n:8][c:9]2[cH:10][cH:11]1)[n:12]([CH3:25])[c:13](=[O:22])[n:14]3-[c:15]1[c:16]([Cl:21])[cH:17][cH:18][cH:19][cH:20]1. Yields the product Cn1c(=O)n(-c2ccccc2Cl)c2c3cc(Br)ccc3ncc21.